describe an organic reaction: reactants, conditions, products, and yield From a dataset of the Open Reaction Database (ORD), a public repository of structured organic reaction records. Reactants: C(F)(F)(F)C(=O)O (CF3CO2H), Cl.Cl.N1(CCCC1)CCOC1=CC=C(CC=2C3=C(SC2C2=CC=C(C=C2)NC(=O)C=2N=CNC2)C=CC=C3)C=C1 (3-[4-[2-(1-Pyrrolidinyl)ethoxy]benzyl]-2-[4-(4-imidazolylcarbonylamino)phenyl]benzo[b]thiophene Dihydrochloride), C(=O)(O)C1CC(CC1)=O (3-carboxycyclopentanone), [NH4+].[OH-] (NH4OH). Run in CO (MeOH), C(Cl)(Cl)Cl (CHCl3), CO (MeOH). The product is FC(C(=O)O)(F)F.N1(CCCC1)CCOC1=CC=C(CC=2C3=C(SC2C2=CC=C(C=C2)NC(=O)C2CC(CC2)=O)C=CC=C3)C=C1 (3-[4-[2-(1-Pyrrolidinyl)ethoxy]benzyl]-2-[4-(3-oxocyclopentylcarbonylamino)phenyl]benzo[b]thiophene Trifluoroacetate). Yield: 98.0%. As a reaction SMILES: Cl.Cl.[N:3]1([CH2:8][CH2:9][O:10][C:11]2[CH:40]=[CH:39][C:14]([CH2:15][C:16]3[C:17]4[CH:38]=[CH:37][CH:36]=[CH:35][C:18]=4[S:19][C:20]=3[C:21]3[CH:26]=[CH:25][C:24]([NH:27][C:28]([C:30]4N=CN[CH:34]=4)=[O:29])=[CH:23][CH:22]=3)=[CH:13][CH:12]=2)[CH2:7][CH2:6][CH2:5][CH2:4]1.C(C1C[CH2:47][C:46](=[O:49])[CH2:45]1)(O)=O.[NH4+].[OH-].[C:52]([C:56]([OH:58])=[O:57])([F:55])([F:54])[F:53]>C(Cl)(Cl)Cl.CO>[F:53][C:52]([F:55])([F:54])[C:56]([OH:58])=[O:57].[N:3]1([CH2:8][CH2:9][O:10][C:11]2[CH:40]=[CH:39][C:14]([CH2:15][C:16]3[C:17]4[CH:38]=[CH:37][CH:36]=[CH:35][C:18]=4[S:19][C:20]=3[C:21]3[CH:22]=[CH:23][C:24]([NH:27][C:28]([CH:30]4[CH2:34][CH2:47][C:46](=[O:49])[CH2:45]4)=[O:29])=[CH:25][CH:26]=3)=[CH:13][CH:12]=2)[CH2:4][CH2:5][CH2:6][CH2:7]1 |f:0.1.2,4.5,9.10|. Procedure details: By essentially following the conditions described in Example 1, Part F, the free base of the title compound was prepared as a foam from 2-(4-aminophenyl)-3-[4-[2-(1-pyrrolidinyl)ethoxy]benzyl]benzo[b]thiophene (Example 16; Part D) and 3-carboxycyclopentanone in 98% yield following radial chromatography (SiO2; 1% then 2% then 5% MeOH in CHCl3 sat'd with NH4OH). The solid was taken up in 5 mL of MeOH and was treated with 1.2 eq of CF3CO2H. The solution was concentrated in vacuo to give the title c...